describe an organic reaction: reactants, conditions, products, and yield From a dataset of the Open Reaction Database (ORD), a public repository of structured organic reaction records. Reactants: COC(=O)C=1SC(=CC1N)CO[Si](C1=CC=CC=C1)(C1=CC=CC=C1)C(C)(C)C (3-Amino-5-(tert-butyldiphenylsilanyloxymethyl)thiophene-2-carboxylic acid methyl ester), COC(OC)N(C)C (dimethoxymethyldimethylamine). Product: COC(=O)C=1SC(=CC1N=CN(C)C)CO[Si](C1=CC=CC=C1)(C1=CC=CC=C1)C(C)(C)C (5-(tert-Butyldiphenylsilanyloxymethyl)-3-(dimethylaminomethyleneamino)thiophene-2-carboxylic acid methyl ester). RXN SMILES: [CH3:1][O:2][C:3]([C:5]1[S:6][C:7]([CH2:11][O:12][Si:13]([C:26]([CH3:29])([CH3:28])[CH3:27])([C:20]2[CH:25]=[CH:24][CH:23]=[CH:22][CH:21]=2)[C:14]2[CH:19]=[CH:18][CH:17]=[CH:16][CH:15]=2)=[CH:8][C:9]=1[NH2:10])=[O:4].CO[CH:32]([N:35]([CH3:37])[CH3:36])OC>>[CH3:1][O:2][C:3]([C:5]1[S:6][C:7]([CH2:11][O:12][Si:13]([C:26]([CH3:29])([CH3:28])[CH3:27])([C:14]2[CH:19]=[CH:18][CH:17]=[CH:16][CH:15]=2)[C:20]2[CH:25]=[CH:24][CH:23]=[CH:22][CH:21]=2)=[CH:8][C:9]=1[N:10]=[CH:32][N:35]([CH3:37])[CH3:36])=[O:4]. Procedure details: 3-Amino-5-(tert-butyldiphenylsilanyloxymethyl)thiophene-2-carboxylic acid methyl ester and dimethoxymethyldimethylamine were reacted by method B. The product with the molecular weight of 480.71 (C26H32N2O3SSi) was obtained in this way; MS (ESI): 481 (M+H+). Starting materials: O=C1NN=C(CN1N)C (2,3,4,5-tetrahydro-3-oxo-4-amino-6-methyl-1,2,4-triazine), CC1=NC=CC=C1C=O (2-methylpyridine-3-carbaldehyde). Reagents/catalysts: Cl (HCl). Solvent: C(C)O (ethanol). Conditions: time 0.5 hour. Yields the product O=C1NN=C(CN1N=CC=1C(=NC=CC1)C)C (2,3,4,5-Tetrahydro-3-oxo-4-[(2-methylpyridin-3-yl)-methyleneamino]-6-methyl-1,2,4-triazine). Reaction SMILES: [O:1]=[C:2]1[N:7]([NH2:8])[CH2:6][C:5]([CH3:9])=[N:4][NH:3]1.[CH3:10][C:11]1[C:16]([CH:17]=O)=[CH:15][CH:14]=[CH:13][N:12]=1>C(O)C.Cl>[O:1]=[C:2]1[N:7]([N:8]=[CH:17][C:16]2[C:11]([CH3:10])=[N:12][CH:13]=[CH:14][CH:15]=2)[CH2:6][C:5]([CH3:9])=[N:4][NH:3]1. Procedure: To a solution of 0.5 g (4 mmol) of 2,3,4,5-tetrahydro-3-oxo-4-amino-6-methyl-1,2,4-triazine in 250 ml of ethanol are added, at room temperature, 0.48 g (4 mmol) of 2-methylpyridine-3-carbaldehyde and 1 drop of concentrated HCl. The reaction mixture is stirred for 1/2 hour and then filtered. The isolated solid is washed with ether and dried, affording the title compound of formula ##STR26## in the form of a colourless solid; m.p. 226°-229° C. (yield: 0.6 g; 64%). Starting materials: [I-].CC1=CSC2=[N+](C3=C(N21)C=CC=C3)C (3,9-dimethyl[1,3]thiazolo[3,2-a]benzimidazol-9-ium iodide), C[O-].[Na+] (NaOMe). The solvent is CO (methanol). Product: CN1C(N(C2=C1C=CC=C2)\C(=C/SC)\C)=O (1-methyl-3-[(1Z)-1-(methylsulfanyl)prop-1-en-2-yl]-1,3-dihydro-2H-benzimidazol-2-one). Yield: 80.5%. Reaction SMILES: [I-].[CH3:2][C:3]1[N:10]2[C:6](=[N+:7]([CH3:15])[C:8]3[CH:14]=[CH:13][CH:12]=[CH:11][C:9]=32)[S:5][CH:4]=1.[CH3:16][O-:17].[Na+]>CO>[CH3:15][N:7]1[C:8]2[CH:14]=[CH:13][CH:12]=[CH:11][C:9]=2[N:10](/[C:3](/[CH3:2])=[CH:4]\[S:5][CH3:6])[C:16]1=[O:17] |f:0.1,2.3|. Reported procedure: 350 mg of 3,9-dimethyl[1,3]thiazolo[3,2-a]benzimidazol-9-ium iodide (1.06 mmol) were solubilized in methanol (60 mL), then 230 mg of NaOMe (4 eq) were added and the solution stirred at room temperature. After 48 h the solvent was evaporated, water was added (25 mL) and the mixture extracted with CH2Cl2 (3×25 mL). The organic layer was dried with MgSO4 and evaporated under reduced pressure. The residue was then purified by flash chromatography on silica gel (eluent: CH2Cl2) to afford 1-methyl-3-[...